This data is from the Open Reaction Database (ORD), a public repository of structured organic reaction records. The task is: describe an organic reaction: reactants, conditions, products, and yield Reactants: O1C(CN2C(CC3(OCCO3)CC2(C)C)(C)C)C1 (8-(2,3-epoxypropyl)-7,7,9,9-tetramethyl-1,4-dioxa-8-azaspiro[4.5]decane), C(CCCCC(=O)O)(=O)O (adipic acid), C(C)(=O)OCC (ethyl acetate). The solvent is C=1(C(=CC=CC1)C)C (xylene). Product: OC(COC(CCCCC(=O)OCC(CN1C(CC2(OCCO2)CC1(C)C)(C)C)O)=O)CN1C(CC2(OCCO2)CC1(C)C)(C)C (bis[2-hydroxy-3-(7,7,9,9-tetramethyl-1,4-dioxa-8-azaspiro[4.5]dec-8-yl)propyl]adipate). As a reaction SMILES: [O:1]1[CH2:18][CH:2]1[CH2:3][N:4]1[C:13]([CH3:15])([CH3:14])[CH2:12][C:7]2([O:11][CH2:10][CH2:9][O:8]2)[CH2:6][C:5]1([CH3:17])[CH3:16].[C:19]([OH:28])(=[O:27])[CH2:20][CH2:21][CH2:22][CH2:23][C:24]([OH:26])=[O:25].[C:29]([O:32][CH2:33][CH3:34])(=[O:31])[CH3:30]>C1(C)C(C)=CC=CC=1>[OH:1][CH:2]([CH2:3][N:4]1[C:5]([CH3:16])([CH3:17])[CH2:6][C:7]2([O:8][CH2:9][CH2:10][O:11]2)[CH2:12][C:13]1([CH3:14])[CH3:15])[CH2:18][O:25][C:24](=[O:26])[CH2:23][CH2:22][CH2:21][CH2:20][C:19]([O:28][CH2:18][CH:2]([OH:1])[CH2:3][N:4]1[C:5]([CH3:17])([CH3:16])[CH2:6][C:29]2([O:31][CH2:34][CH2:33][O:32]2)[CH2:30][C:13]1([CH3:14])[CH3:12])=[O:27]. Reported procedure: A mixture of 10 g of 8-(2,3-epoxypropyl)-7,7,9,9-tetramethyl-1,4-dioxa-8-azaspiro[4.5]decane and 2.4 g of adipic acid in 60 ml of xylene was refluxed for 16 hours. After completion of the reaction, the residue obtained by evaporating the solvent under reduced pressure from the reaction mixture was purified by column chromatography through silica gel eluted with a 1:1 by volume mixture of ethyl acetate and benzene. The desired Compound No. 208 was obtained in the form of a pale yellow, viscous pr... Reaction SMILES: [Cl:1][C:2]1[CH:7]=[CH:6][C:5]([CH:8]([C:10]2[CH:15]=[CH:14][C:13]([O:16][CH2:17][O:18][CH3:19])=[C:12]([N:20]([CH3:22])[CH3:21])[CH:11]=2)[OH:9])=[CH:4][CH:3]=1.Cl.[CH3:24][N:25]([CH3:29])[CH2:26][CH2:27]Cl>S([O-])(O)(=O)=O.C([N+](CCCC)(CCCC)CCCC)CCC.C(Cl)Cl.[OH-].[Na+].O>[Cl:1][C:2]1[CH:3]=[CH:4][C:5]([CH:8]([C:10]2[CH:15]=[CH:14][C:13]([O:16][CH2:17][O:18][CH3:19])=[C:12]([N:20]([CH3:21])[CH3:22])[CH:11]=2)[O:9][CH2:27][CH2:26][N:25]([CH3:29])[CH3:24])=[CH:6][CH:7]=1 |f:1.2,3.4,6.7|. Product: ClC1=CC=C(C=C1)C(OCCN(C)C)C1=CC(=C(C=C1)OCOC)N(C)C (2-[1-(4-chlorophenyl)-1-(3-dimethylamino-4-methoxymethoxyphenyl)methoxy]-N,N-dimethylethanamine). The reactants are ClC1=CC=C(C=C1)C(O)C1=CC(=C(C=C1)OCOC)N(C)C (1-(4-chlorophenyl)-1-(3-dimethylamino-4-methoxymethoxyphenyl)methanol), Cl.CN(CCCl)C (2-(dimethylamino)ethylchloride hydrochloride). Run in C(Cl)Cl (methylene chloride), [OH-].[Na+] (sodium hydroxide), O (water). Procedure details: A solution of the compound (1) (1.37 g, 4.26 mmol), 2-(dimethylamino)ethylchloride hydrochloride (1.84 g, 12.3 mmol) and tetrabutylammonium hydrogensulfate (145 mg, 0.43 mmol) in methylene chloride (8.5 ml) and 4N sodium hydroxide (8.5 ml) was stirred under nitrogen atmosphere at room temperature for about 60 hours. The reaction mixture was diluted with water, extracted with methylene chloride, dried over anhydrous magnesium sulfate and evaporated. The residue was purified by column chromatograp... The reagents and catalysts are S(=O)(=O)(O)[O-].C(CCC)[N+](CCCC)(CCCC)CCCC (tetrabutylammonium hydrogensulfate). Starting materials: BrC1=C(SC2=NC=CN=C21)C(=O)NC2=C(C=CC(=C2)NC(C2=CC(=CC=C2)C(C)(C)C#N)=O)C (7-bromo-N-(5-(3-(2-cyanopropan-2-yl)benzamido)-2-methylphenyl)thieno[2,3-b]pyrazine-6-carboxamide), [Cu]C#N (copper(i) cyanide). The reagents and catalysts are [Cu]I (copper(i) iodide). The solvent is [NH4+].[OH-] (NH4OH), CN1CCCC1=O (NMP). Yields the product C(#N)C1=C(SC2=NC=CN=C21)C(=O)NC2=C(C=CC(=C2)NC(C2=CC(=CC=C2)C(C)(C)C#N)=O)C (7-cyano-N-(5-(3-(2-cyanopropan-2-yl)benzamido)-2-methylphenyl)thieno[2,3-b]pyrazine-6-carboxamide). The yield is 39.4%. Reaction SMILES: Br[C:2]1[C:10]2[C:5](=[N:6][CH:7]=[CH:8][N:9]=2)[S:4][C:3]=1[C:11]([NH:13][C:14]1[CH:19]=[C:18]([NH:20][C:21](=[O:33])[C:22]2[CH:27]=[CH:26][CH:25]=[C:24]([C:28]([C:31]#[N:32])([CH3:30])[CH3:29])[CH:23]=2)[CH:17]=[CH:16][C:15]=1[CH3:34])=[O:12].[Cu][C:36]#[N:37]>CN1C(=O)CCC1.[NH4+].[OH-].[Cu]I>[C:36]([C:2]1[C:10]2[C:5](=[N:6][CH:7]=[CH:8][N:9]=2)[S:4][C:3]=1[C:11]([NH:13][C:14]1[CH:19]=[C:18]([NH:20][C:21](=[O:33])[C:22]2[CH:27]=[CH:26][CH:25]=[C:24]([C:28]([C:31]#[N:32])([CH3:30])[CH3:29])[CH:23]=2)[CH:17]=[CH:16][C:15]=1[CH3:34])=[O:12])#[N:37] |f:3.4|. Reported procedure: A solution of 7-bromo-N-(5-(3-(2-cyanopropan-2-yl)benzamido)-2-methylphenyl)thieno[2,3-b]pyrazine-6-carboxamide 42 (20 mg, 0.037 mmol), copper(i) cyanide (3.35 mg, 0.037 mmol) and copper(i) iodide (7.13 mg, 0.037 mmol) in NMP (1 mL) was stirred 10 min at 150° C. in microwave with cooling. Poured in NH4OH solution and extracted with EtOAc. Organic layer was washed with brine, dried and evaporated. Purification by chromatography (20% EtOAc in CH2Cl2) gave the title compound 7-cyano-N-(5-(3-(2-cyan... Reactants: IC1=C(C(=O)O)C=CC(=C1)Cl (2-iodo-4-chlorobenzoic acid), cuprous chloride, FC1=CC=C(C=C1)O (4-fluorophenol), C([O-])([O-])=O.[K+].[K+] (potassium carbonate). Solvent: N1=CC=CC=C1 (pyridine). The product is ClC1=CC(=C(C(=O)O)C=C1)OC1=CC=C(C=C1)F (4-chloro-2-(4-fluorophenoxy)-benzoic acid). As a reaction SMILES: I[C:2]1[CH:10]=[C:9]([Cl:11])[CH:8]=[CH:7][C:3]=1[C:4]([OH:6])=[O:5].[F:12][C:13]1[CH:18]=[CH:17][C:16]([OH:19])=[CH:15][CH:14]=1.C(=O)([O-])[O-].[K+].[K+]>N1C=CC=CC=1>[Cl:11][C:9]1[CH:8]=[CH:7][C:3]([C:4]([OH:6])=[O:5])=[C:2]([O:19][C:16]2[CH:17]=[CH:18][C:13]([F:12])=[CH:14][CH:15]=2)[CH:10]=1 |f:2.3.4|. Procedure: Following the procedures outlined in Example 21, 10.7 g. (0.038 mol) of 2-iodo-4-chlorobenzoic acid, 4.3 g. (0.038 mol) of 4-fluorophenol 5.25 g. (0.038 mol) of potassium carbonate and 1.14 g. of cuprous chloride in 180 ml. of pyridine are heated under reflux overnight to give upon workup 4-chloro-2-(4-fluorophenoxy)-benzoic acid, 154°-173° C. Heating the acid (5.0 g., 0.019 mol) for one hour with 75 g. of sulfuric acid yields the corresponding 2-fluoro-6-chloro-9-xanthone, m.p. 210° C. The reactants are Cl.CN1CC(CCC1)C(=O)O (1-methyl-piperidine-3-carboxylic acid hydrochloride), C([O-])(O)=O.[Na+] (sodium bicarbonate), NC=1C=C(C=CC1OC(F)(F)F)N1C(N(C(C1=O)(C)C)CC1=CC=NC=C1)=O (3-(3-amino-4-trifluormethoxy-phenyl)-5,5-dimethyl-1-pyridin-4-ylmethyl-imidazolidine-2,4-dione), C(C(=O)Cl)(=O)Cl (oxalyl chloride), acid chloride hydrochloride. Reagents/catalysts: CN(C)C=1C=CN=CC1 (DMAP). Solvent: C(Cl)Cl (methylene chloride), CN(C)C=O (DMF), C(Cl)Cl (methylene chloride). Reaction conditions: time 15 hour. Product: FC(C(=O)O)(F)F.CC1(N(C(N(C1=O)C=1C=CC(=C(C1)NC(=O)C1CN(CCC1)C)OC(F)(F)F)=O)CC1=CC=NC=C1)C (1-Methyl-piperidine-3-carboxylic acid [5-(4,4-dimethyl-2,5-dioxo-3-pyridin-4-ylmethyl-imidazolidin-1-yl)-2-trifluoromethoxy-phenyl]-amide; compound with trifluoro-acetic acid). Reaction SMILES: Cl.[CH3:2][N:3]1[CH2:8][CH2:7][CH2:6][CH:5]([C:9]([OH:11])=[O:10])[CH2:4]1.C(Cl)(=O)C(Cl)=O.[NH2:18][C:19]1[CH:20]=[C:21]([N:30]2[C:34](=[O:35])[C:33]([CH3:37])([CH3:36])[N:32]([CH2:38][C:39]3[CH:44]=[CH:43][N:42]=[CH:41][CH:40]=3)[C:31]2=[O:45])[CH:22]=[CH:23][C:24]=1[O:25][C:26]([F:29])([F:28])[F:27].C(=O)(O)[O-].[Na+]>C(Cl)Cl.CN(C1C=CN=CC=1)C.CN(C=O)C>[F:29][C:26]([F:27])([F:28])[C:9]([OH:11])=[O:10].[CH3:36][C:33]1([CH3:37])[C:34](=[O:35])[N:30]([C:21]2[CH:22]=[CH:23][C:24]([O:25][C:26]([F:28])([F:27])[F:29])=[C:19]([NH:18][C:9]([CH:5]3[CH2:6][CH2:7][CH2:8][N:3]([CH3:2])[CH2:4]3)=[O:11])[CH:20]=2)[C:31](=[O:45])[N:32]1[CH2:38][C:39]1[CH:40]=[CH:41][N:42]=[CH:43][CH:44]=1 |f:0.1,4.5,9.10|. Procedure details: 270 mg (1.50 mmol) 1-methyl-piperidine-3-carboxylic acid hydrochloride were suspended in 20 ml methylene chloride, 216 mg (1.70 mmol) oxalyl chloride follwoed by 11 mg DMF were added and the mixture stirred at RT for 15 h. The solvent was removed by evaporation. To 30 mg (0.15 mmol) of the resulting acid chloride hydrochloride were given a solution of 39 mg (0.10 mmol) 3-(3-amino-4-trifluormethoxy-phenyl)-5,5-dimethyl-1-pyridin-4-ylmethyl-imidazolidine-2,4-dione and 12 mg (0.10 mmol) DMAP in 3 m... Starting materials: ClC=1C(=NC=CC1)N1C(=CC=C1)C=O (3-chloro-2-(2-formyl-1H-pyrrol-1-yl)pyridine), IN1C(CCC1=O)=O (N-iodosuccinimide), O (Water). Procedure details: To a solution of 5.0 g of 3-chloro-2-(2-formyl-1H-pyrrol-1-yl)pyridine in 50 ml of N,N-dimethylformamide was added 5.4 g of N-iodosuccinimide. The resulting mixture was stirred at room temperature for 1 day. Water was poured into the reaction mixture, and the mixture was extracted with ethyl acetate two times. The organic layers were combined, washed with an aqueous saturated sodium chloride solution, dried over anhydrous magnesium sulfate, and concentrated under reduced pressure. The residue wa... Yields the product ClC=1C(=NC=CC1)N1C(=CC(=C1)I)C=O (1-(3-chloro-2-pyridinyl)-4-iodo-1H-pyrrole -2-carbaldehyde). Solvent: CN(C=O)C (N,N-dimethylformamide). Conditions: time 1 day. RXN SMILES: [Cl:1][C:2]1[C:3]([N:8]2[CH:12]=[CH:11][CH:10]=[C:9]2[CH:13]=[O:14])=[N:4][CH:5]=[CH:6][CH:7]=1.[I:15]N1C(=O)CCC1=O.O>CN(C)C=O>[Cl:1][C:2]1[C:3]([N:8]2[CH:12]=[C:11]([I:15])[CH:10]=[C:9]2[CH:13]=[O:14])=[N:4][CH:5]=[CH:6][CH:7]=1. Isolated yield 40.1%. Starting materials: CCN(CC)CCN1CCNCC1, CCN=C=NCCCN(C)C, Cc1ccc(Cn2cc(C)c(-c3ccc(C)cc3)c2C(=O)O)cc1, ClCCl, On1nnc2cccnc21. Product: CCN(CC)CCN1CCN(C(=O)c2c(-c3ccc(C)cc3)c(C)cn2Cc2ccc(C)cc2)CC1. As a reaction SMILES: [CH2:46]([CH3:47])[N:48]([CH2:49][CH2:50][N:51]1[CH2:52][CH2:53][NH:54][CH2:55][CH2:56]1)[CH2:57][CH3:58].[CH3:1][CH2:2][N:3]=[C:4]=[N:5][CH2:6][CH2:7][CH2:8][N:9]([CH3:10])[CH3:11].[CH3:22][c:23]1[c:24](-[c:39]2[cH:40][cH:41][c:42]([CH3:45])[cH:43][cH:44]2)[c:25]([C:36](=[O:37])[OH:38])[n:26]([CH2:28][c:29]2[cH:30][cH:31][c:32]([CH3:35])[cH:33][cH:34]2)[cH:27]1.[Cl:59][CH2:60][Cl:61].[OH:12][n:13]1[c:14]2[n:15][cH:16][cH:17][cH:18][c:19]2[n:20][n:21]1>>[CH3:22][c:23]1[c:24](-[c:39]2[cH:40][cH:41][c:42]([CH3:45])[cH:43][cH:44]2)[c:25]([C:36](=[O:37])[N:54]2[CH2:53][CH2:52][N:51]([CH2:50][CH2:49][N:48]([CH2:46][CH3:47])[CH2:57][CH3:58])[CH2:56][CH2:55]2)[n:26]([CH2:28][c:29]2[cH:30][cH:31][c:32]([CH3:35])[cH:33][cH:34]2)[cH:27]1. Reactants: O=C([O-])[O-], CCOC(=O)CC(=O)OCC, Cl, [Cs+], [Cs+], C=Cc1ccc(-c2nc3ccc(C4(c5ccccc5)CC4)nc3s2)c(F)c1, CN(C)C=O. Yields the product CCOC(=O)C(CCc1ccc(-c2nc3ccc(C4(c5ccccc5)CC4)nc3s2)c(F)c1)C(=O)OCC. Reaction SMILES: [C:1](=[O:2])([O-:3])[O-:4].[C:7]([CH2:8][C:9](=[O:10])[O:11][CH2:12][CH3:13])(=[O:14])[O:15][CH2:16][CH3:17].[ClH:45].[Cs+:5].[Cs+:6].[F:18][c:19]1[c:20](-[c:27]2[s:28][c:29]3[n:30][c:31]([C:36]4([c:39]5[cH:40][cH:41][cH:42][cH:43][cH:44]5)[CH2:37][CH2:38]4)[cH:32][cH:33][c:34]3[n:35]2)[cH:21][cH:22][c:23]([CH:25]=[CH2:26])[cH:24]1.[O:46]=[CH:47][N:48]([CH3:49])[CH3:50]>>[C:7]([CH:8]([C:9](=[O:10])[O:11][CH2:12][CH3:13])[CH2:26][CH2:25][c:23]1[cH:22][cH:21][c:20](-[c:27]2[s:28][c:29]3[n:30][c:31]([C:36]4([c:39]5[cH:40][cH:41][cH:42][cH:43][cH:44]5)[CH2:37][CH2:38]4)[cH:32][cH:33][c:34]3[n:35]2)[c:19]([F:18])[cH:24]1)(=[O:14])[O:15][CH2:16][CH3:17]. Reactants: FC1=C(C=C(N)C=C1)CN1CCN(CC1)C (4-fluoro-3-((4-methylpiperazin-1-yl)methyl)aniline), NC1=NC=C2C=C(C(N(C2=C1)CC)=O)C=1C(=CC(=C(C1)NC(OC(=C)C)=O)F)C (prop-1-en-2-yl (5-(7-amino-1-ethyl-2-oxo-1,2-dihydro-1,6-naphthyridin-3-yl)-2-fluoro-4-methylphenyl)carbamate). Reagents/catalysts: CN1CCCC1 (1-methylpyrrolidine), CS(=O)C (DMSO). Solvent: O1CCOCC1 (dioxane). Conditions: temperature 80 celsius. The product is NC1=NC=C2C=C(C(N(C2=C1)CC)=O)C=1C(=CC(=C(C1)NC(=O)NC1=CC(=C(C=C1)F)CN1CCN(CC1)C)F)C (1-(5-(7-amino-1-ethyl-2-oxo-1,2-dihydro-1,6-naphthyridin-3-yl)-2-fluoro-4-methylphenyl)-3-(4-fluoro-3-((4-methylpiperazin-1-yl)methyl)phenyl)urea). The yield is 21.9%. RXN SMILES: [F:1][C:2]1[CH:8]=[CH:7][C:5]([NH2:6])=[CH:4][C:3]=1[CH2:9][N:10]1[CH2:15][CH2:14][N:13]([CH3:16])[CH2:12][CH2:11]1.[NH2:17][C:18]1[CH:27]=[C:26]2[C:21]([CH:22]=[C:23]([C:31]3[C:32]([CH3:45])=[CH:33][C:34]([F:44])=[C:35]([NH:37][C:38](=O)[O:39]C(C)=C)[CH:36]=3)[C:24](=[O:30])[N:25]2[CH2:28][CH3:29])=[CH:20][N:19]=1>O1CCOCC1.CN1CCCC1.CS(C)=O>[NH2:17][C:18]1[CH:27]=[C:26]2[C:21]([CH:22]=[C:23]([C:31]3[C:32]([CH3:45])=[CH:33][C:34]([F:44])=[C:35]([NH:37][C:38]([NH:6][C:5]4[CH:7]=[CH:8][C:2]([F:1])=[C:3]([CH2:9][N:10]5[CH2:15][CH2:14][N:13]([CH3:16])[CH2:12][CH2:11]5)[CH:4]=4)=[O:39])[CH:36]=3)[C:24](=[O:30])[N:25]2[CH2:28][CH3:29])=[CH:20][N:19]=1. Procedure details: A mixture of Example D2 (0.100 g, 0.448 mmol) and prop-1-en-2-yl (5-(7-amino-1-ethyl-2-oxo-1,2-dihydro-1,6-naphthyridin-3-yl)-2-fluoro-4-methylphenyl)carbamate (0.142 g, 0.358 mmol) in dioxane (3 mL) was treated with 1-methylpyrrolidine (3 drops) and heated at 80° C. overnight. The mixture was treated with DMSO (2 drops) and heated at 80° C. for an additional 24 h. The mixture was cooled to RT, concentrated to dryness and purified via reverse-phase chromatography (MeCN/H2O with 0.1% TFA). The or... Starting materials: CC#N, O=Cc1ccc(O)c(Cl)c1Cl, CC(=O)c1ccc(-c2ccc(OC(F)(F)F)cc2)s1. The product is O=C(C=Cc1ccc(O)c(Cl)c1Cl)c1ccc(-c2ccc(OC(F)(F)F)cc2)s1. Reaction SMILES: [CH3:31][C:32]#[N:33].[Cl:20][c:21]1[c:22]([CH:23]=[O:24])[cH:25][cH:26][c:27]([OH:30])[c:28]1[Cl:29].[F:1][C:2]([O:3][c:4]1[cH:5][cH:6][c:7](-[c:10]2[cH:11][cH:12][c:13]([C:15]([CH3:16])=[O:17])[s:14]2)[cH:8][cH:9]1)([F:18])[F:19]>>[F:1][C:2]([O:3][c:4]1[cH:5][cH:6][c:7](-[c:10]2[cH:11][cH:12][c:13]([C:15]([CH:16]=[CH:23][c:22]3[c:21]([Cl:20])[c:28]([Cl:29])[c:27]([OH:30])[cH:26][cH:25]3)=[O:17])[s:14]2)[cH:8][cH:9]1)([F:18])[F:19].